describe an organic reaction: reactants, conditions, products, and yield From a dataset of the Open Reaction Database (ORD), a public repository of structured organic reaction records. Starting materials: [Br-], O=Cc1cncc(Br)c1, CN([SiH](C)C)[Si](C)(C)C, C[PH](c1ccccc1)(c1ccccc1)c1ccccc1, [Na], C1CCOC1. Yields the product C=Cc1cncc(Br)c1. As a reaction SMILES: [Br-:1].[Br:32][c:33]1[cH:34][c:35]([CH:39]=[O:40])[cH:36][n:37][cH:38]1.[CH3:22][SiH:23]([CH3:24])[N:25]([CH3:26])[Si:27]([CH3:28])([CH3:29])[CH3:30].[CH3:2][PH:3]([c:4]1[cH:5][cH:6][cH:7][cH:8][cH:9]1)([c:10]1[cH:11][cH:12][cH:13][cH:14][cH:15]1)[c:16]1[cH:17][cH:18][cH:19][cH:20][cH:21]1.[Na:31].[O:41]1[CH2:42][CH2:43][CH2:44][CH2:45]1>>[CH2:2]=[CH:39][c:35]1[cH:34][c:33]([Br:32])[cH:38][n:37][cH:36]1. Starting materials: CC(C)C[AlH]CC(C)C, ClCCl, COC(=O)C1CCCN(C(=O)OC(C)(C)C)C1. Yields the product CC(C)(C)OC(=O)N1CCCC(C=O)C1. As a reaction SMILES: [CH3:18][CH:19]([CH2:20][AlH:21][CH2:22][CH:23]([CH3:24])[CH3:25])[CH3:26].[Cl:27][CH2:28][Cl:29].[N:1]1([C:11](=[O:12])[O:13][C:14]([CH3:15])([CH3:16])[CH3:17])[CH2:2][CH:3]([C:7](=[O:8])[O:9][CH3:10])[CH2:4][CH2:5][CH2:6]1>>[N:1]1([C:11](=[O:12])[O:13][C:14]([CH3:15])([CH3:16])[CH3:17])[CH2:2][CH:3]([CH:7]=[O:8])[CH2:4][CH2:5][CH2:6]1. Starting materials: FC1=CC2=C(N(C(CO2)=O)CC#C)C=C1NNC1C(CCCC1)=NO (2-[2-(7-fluoro-4-propargyl-2H-1,4-benzoxazin-3(4H)-on-6-yl)hydrazino]cyclohexanone oxime), N1=CC=CC=C1 (pyridine), 1. Reagents/catalysts: S(=O)(=O)([O-])[O-].[Cu+2] (copper sulfate). The solvent is O (water), O1CCCC1 (tetrahydrofuran), O (water). Reaction conditions: temperature 80 celsius. Product: FC1=CC2=C(N(C(CO2)=O)CC#C)C=C1N1N=C2C(=[N+]1[O-])CCCC2 (2-(7-fluoro-4-propargyl-2H-1,4-benzoxazin-3(4H)-on-6-yl)-4,5,6,7-tetrahydro-1,2,3-benzotriazole-1-oxide). RXN SMILES: [F:1][C:2]1[C:15]([NH:16][NH:17][CH:18]2[CH2:23][CH2:22][CH2:21][CH2:20][C:19]2=[N:24][OH:25])=[CH:14][C:5]2[N:6]([CH2:11][C:12]#[CH:13])[C:7](=[O:10])[CH2:8][O:9][C:4]=2[CH:3]=1.N1C=CC=CC=1>O1CCCC1.O.S([O-])([O-])(=O)=O.[Cu+2]>[F:1][C:2]1[C:15]([N:16]2[N+:24]([O-:25])=[C:19]3[CH2:20][CH2:21][CH2:22][CH2:23][C:18]3=[N:17]2)=[CH:14][C:5]2[N:6]([CH2:11][C:12]#[CH:13])[C:7](=[O:10])[CH2:8][O:9][C:4]=2[CH:3]=1 |f:4.5|. Procedure details: To a solution of 2-[2-(7-fluoro-4-propargyl-2H-1,4-benzoxazin-3(4H)-on-6-yl)hydrazino]cyclohexanone oxime (0.4 g) in tetrahydrofuran (6 ml), 15% aqueous pyridine (7 g) was added, and a solution of copper sulfate (0.7 g) in water (1.5 ml) was added thereto, followed by heating at 80° C. for 2 hours. The reaction mixture was allowed to cool, combined with water and extracted with ethyl acetate. The organic layer was washed with 10% aqueous copper sulfate solution, dried and concentrated. The resid... Reactants: C[Si](C)(C)[N-][Si](C)(C)C.[Li+] (lithium bis(trimethylsilyl)amide), BrC=1C=CC(=C(N)C1)Cl (5-bromo-2-chloroaniline), C1(CCCCC1)P(C1(C(=C(C=C(C1)C(C)C)C(C)C)C1=CC=CC=C1)C(C)C)C1CCCCC1 (2-dicyclohexylphosphino-2,4,6,-triisopropylbiphenyl), CC(C)C1=CC(=C(C(=C1)C(C)C)C2=C(C=CC=C2)P(C3CCCCC3)C4CCCCC4)C(C)C (X-Phos), N1CCOCC1 (morpholine). The reagents and catalysts are C=1C=CC(=CC1)/C=C/C(=O)/C=C/C2=CC=CC=C2.C=1C=CC(=CC1)/C=C/C(=O)/C=C/C2=CC=CC=C2.C=1C=CC(=CC1)/C=C/C(=O)/C=C/C2=CC=CC=C2.[Pd].[Pd] (tris(dibenzylideneacetone)dipalladium). The solvent is O (water), C1CCOC1 (THF), C1CCOC1 (THF). Reaction conditions: temperature 60 celsius, time 2.5 hour. Yields the product ClC1=C(N)C=C(C=C1)N1CCOCC1 (2-chloro-5-morpholinoaniline). Reaction SMILES: Br[C:2]1[CH:3]=[CH:4][C:5]([Cl:9])=[C:6]([CH:8]=1)[NH2:7].C1(P(C2CCCCC2)C2(C(C)C)CC(C(C)C)=CC(C(C)C)=C2C2C=CC=CC=2)CCCCC1.CC(C1C=C(C(C)C)C(C2C=CC=CC=2P(C2CCCCC2)C2CCCCC2)=C(C(C)C)C=1)C.[NH:78]1[CH2:83][CH2:82][O:81][CH2:80][CH2:79]1.C[Si]([N-][Si](C)(C)C)(C)C.[Li+]>C1COCC1.C1C=CC(/C=C/C(/C=C/C2C=CC=CC=2)=O)=CC=1.C1C=CC(/C=C/C(/C=C/C2C=CC=CC=2)=O)=CC=1.C1C=CC(/C=C/C(/C=C/C2C=CC=CC=2)=O)=CC=1.[Pd].[Pd].O>[Cl:9][C:5]1[CH:4]=[CH:3][C:2]([N:78]2[CH2:83][CH2:82][O:81][CH2:80][CH2:79]2)=[CH:8][C:6]=1[NH2:7] |f:4.5,7.8.9.10.11|. Reported procedure: A mixture of 5-bromo-2-chloroaniline (1.09 g, 5.29 mmol), 2-dicyclohexylphosphino-2,4,6,-triisopropylbiphenyl, (X-Phos) (202 mg, 0.42 mmol), tris(dibenzylideneacetone)dipalladium (0) (198 mg, 0.22 mmol), and morpholine (2.3 mL, 26.4 mmol) in dry THF (12 mL) was degassed by nitrogen. To this mixture was added lithium bis(trimethylsilyl)amide, 1.0M in THF (25.0 mL, 25.0 mmol) dropwise, and the resulting reaction was heated to 60° C. After 2.5 h, the reaction was cooled to rt then poured into water... Starting materials: [Cl-].[Zn+2].[Cl-] (zinc chloride), CN(S(=O)(=O)N1C=NC=C1)C (N-dimethylsulfamoylimidazole), [Li]C(C)(C)C (t-BuLi). The solvent is C1CCOC1 (THF). Product: [Cl-].CN(S(=O)(=O)N1C(=NC=C1)[Zn+])C (N-dimethylsulfamoyl-imidaz-2-yl zinc chloride). RXN SMILES: [CH3:1][N:2]([CH3:11])[S:3]([N:6]1[CH:10]=[CH:9][N:8]=[CH:7]1)(=[O:5])=[O:4].[Li]C(C)(C)C.[Cl-:17].[Zn+2:18].[Cl-]>C1COCC1>[Cl-:17].[CH3:1][N:2]([CH3:11])[S:3]([N:6]1[CH:10]=[CH:9][N:8]=[C:7]1[Zn+:18])(=[O:4])=[O:5] |f:2.3.4,6.7|. Reported procedure: N-dimethylsulfamoyl-imidaz-2-yl zinc chloride was prepared in situ by lithiation of N-dimethylsulfamoylimidazole (0.97 g, 5.5 mmol) in THF (20 mL) with t-BuLi (1.7M, 6.7 mL), followed by quenching with zinc chloride (1.87 g, 13.75 mmol). Starting materials: [I-].C[N+]1=C(C(C2=CC=C3C(=C12)C=CC=C3)(C)C)C (1,2,3,3-tetramethyl-3H-benz[g] indolium iodide), [OH-].[Na+] (sodium hydroxide), product, COC1=CC=C2C=CC(=C(C2=C1)N=O)O (7-methoxy-1-nitroso-2-naphthol). Solvent: CCCCCC (hexane). Conditions: time 30 minute. Product: COC1=CC=C2C=CC=3OC4(C=NC3C2=C1)N(C1=C2C(=CC=C1C4(C)C)C=CC=C2)C (9'-methoxy-1,3,3-trimethylspiro [benz[g] indoline-2,3'-[3H] naphth [2,1-b][1,4] oxazine]). Reaction SMILES: [I-].[CH3:2][N+:3]1[C:11]2[C:6](=[CH:7][CH:8]=[C:9]3[CH:15]=[CH:14][CH:13]=[CH:12][C:10]3=2)[C:5]([CH3:17])([CH3:16])[C:4]=1[CH3:18].[OH-].[Na+].[CH3:21][O:22][C:23]1[CH:32]=[C:31]2[C:26]([CH:27]=[CH:28][C:29]([OH:35])=[C:30]2[N:33]=O)=[CH:25][CH:24]=1>CCCCCC>[CH3:21][O:22][C:23]1[CH:32]=[C:31]2[C:26]([CH:27]=[CH:28][C:29]3[O:35][C:4]4([C:5]([CH3:17])([CH3:16])[C:6]5[C:11](=[C:10]6[CH:12]=[CH:13][CH:14]=[CH:15][C:9]6=[CH:8][CH:7]=5)[N:3]4[CH3:2])[CH:18]=[N:33][C:30]=32)=[CH:25][CH:24]=1 |f:0.1,2.3|. Procedure details: To a solution of 1.05 grams (3.0 mmole) of 1,2,3,3-tetramethyl-3H-benz[g] indolium iodide in 15 milliliters (ml) of hexane at 25° C. was added 10 ml (50 mmole) of 20% sodium hydroxide. The two phase mixture was stirred vigorously under nitrogen for about 30 minutes. The organic layer was separated, transferred to a reaction flask equipped with a reflux condenser and diluted with 15 ml of absolute ethanol. To this solution was added 0.61 grams (3.0 mmole) of 7-methoxy-1-nitroso-2-naphthol and the... The reactants are ClC1=CC(=NC2=CC=CC=C12)C1=CC=CC=C1 (4-chloro-2-phenyl-quinoline), C(O)CN (ethanolamine). The product is Cl.C1(=CC=CC=C1)C1=NC2=CC=CC=C2C(=C1)NCCO (2-(2-Phenyl-quinolin-4-ylamino)-ethanol hydrochloride). RXN SMILES: [Cl:1][C:2]1[C:11]2[C:6](=[CH:7][CH:8]=[CH:9][CH:10]=2)[N:5]=[C:4]([C:12]2[CH:17]=[CH:16][CH:15]=[CH:14][CH:13]=2)[CH:3]=1.[CH2:18]([CH2:20][NH2:21])[OH:19]>>[ClH:1].[C:12]1([C:4]2[CH:3]=[C:2]([NH:21][CH2:20][CH2:18][OH:19])[C:11]3[C:6](=[CH:7][CH:8]=[CH:9][CH:10]=3)[N:5]=2)[CH:17]=[CH:16][CH:15]=[CH:14][CH:13]=1 |f:2.3|. Reported procedure: The title compound, m.p. 258-260° C., MS: m/e=264 (M+), was prepared from 4-chloro-2-phenyl-quinoline and ethanolamine. Reactants: NC1=CC=C(C=C1)CCNC(CCCCCC)=O (heptanoic acid [2-(4-amino-phenyl)-ethyl]-amide), C([O-])([O-])=O.[Cs+].[Cs+] (cesium carbonate), C(C)(C)(C)OC(C(C)(C)Br)=O (tert butyl-2-bromoisobutyrate), CN(C=O)C (dimethylformamide). The solvent is O (water). Reaction conditions: temperature 80 celsius. Yields the product C(C)(C)(C)OC(C(C)(C)NC1=CC=C(C=C1)CCNC(CCCCCC)=O)=O (2-[4-(2-heptanoylamino-ethyl)-phenylamino]-2-methyl-propionic acid tert-butyl ester). Yield: 58.1%. RXN SMILES: [NH2:1][C:2]1[CH:7]=[CH:6][C:5]([CH2:8][CH2:9][NH:10][C:11](=[O:18])[CH2:12][CH2:13][CH2:14][CH2:15][CH2:16][CH3:17])=[CH:4][CH:3]=1.C(=O)([O-])[O-].[Cs+].[Cs+].[C:25]([O:29][C:30](=[O:35])[C:31](Br)([CH3:33])[CH3:32])([CH3:28])([CH3:27])[CH3:26].CN(C)C=O>O>[C:25]([O:29][C:30](=[O:35])[C:31]([NH:1][C:2]1[CH:3]=[CH:4][C:5]([CH2:8][CH2:9][NH:10][C:11](=[O:18])[CH2:12][CH2:13][CH2:14][CH2:15][CH2:16][CH3:17])=[CH:6][CH:7]=1)([CH3:33])[CH3:32])([CH3:28])([CH3:27])[CH3:26] |f:1.2.3|. Reported procedure: 1H NMR (400 MHz, CDCl3) δ6.94 (d, 2H), 6.61 (d, 2H), 5.35 (s, 1H), 3.57 (s, 2H), 3.43 (m, 2H), 2.66 (t, 3H), 2.07 (t, 2H), 1.55 (m, 3H), 1.24 (m, 5H), 0.84 (t, 3H). A mixture of heptanoic acid [2-(4-amino-phenyl)-ethyl]-amide (1.50 g, 6.04 mmol), cesium carbonate (7.87 g, 24.2 mmol), tert butyl-2-bromoisobutyrate (10.78 g, 48.3 mmol) and dimethylformamide (14.6 mL) was heated at 80° C. for 4 days. The reaction mixture was cooled to ambient temperature, diluted with water and extracted with ether... The reactants are O=C(Cl)CCl, [Na+], [Na+], O=C([O-])[O-], CCc1cccc(C)c1NCC1OCCO1, O. Yields the product CCc1cccc(C)c1N(CC1OCCO1)C(=O)CCl. As a reaction SMILES: [Cl:23][CH2:24][C:25](=[O:26])[Cl:27].[Na+:17].[Na+:18].[O-:19][C:20](=[O:21])[O-:22].[O:1]1[CH:2]([CH2:6][NH:7][c:8]2[c:9]([CH2:15][CH3:16])[cH:10][cH:11][cH:12][c:13]2[CH3:14])[O:3][CH2:4][CH2:5]1.[OH2:28]>>[O:1]1[CH:2]([CH2:6][N:7]([c:8]2[c:9]([CH2:15][CH3:16])[cH:10][cH:11][cH:12][c:13]2[CH3:14])[C:25]([CH2:24][Cl:23])=[O:26])[O:3][CH2:4][CH2:5]1. Reactants: S (Hydrogen sulphide), BrC=1C2=CC=CC=C2C=C2C=CC=CC12 (9-bromoanthracene). Run in C1CCCC2CCCCC12 (decahydronaphthalene). Yields the product C1=CC=CC2=CC3=CC=CC=C3C(=C12)SC=1C2=CC=CC=C2C=C2C=CC=CC12 (di(9-anthryl) sulphide). As a reaction SMILES: [SH2:1].Br[C:3]1[C:4]2[C:9]([CH:10]=[C:11]3[C:16]=1[CH:15]=[CH:14][CH:13]=[CH:12]3)=[CH:8][CH:7]=[CH:6][CH:5]=2>C1C2C(CCCC2)CCC1>[CH:15]1[C:16]2[C:11](=[CH:10][C:9]3[C:4]([C:3]=2[S:1][C:3]2[C:16]4[C:11]([CH:10]=[C:9]5[C:4]=2[CH:5]=[CH:6][CH:7]=[CH:8]5)=[CH:12][CH:13]=[CH:14][CH:15]=4)=[CH:5][CH:6]=[CH:7][CH:8]=3)[CH:12]=[CH:13][CH:14]=1. Procedure details: Hydrogen sulphide is passed into a solution of 20 g (0.08 mole) of 9-bromoanthracene in decahydronaphthalene at a temperature of 180° C for 14 hours, the solvent is separated by filtration, the residue is recrystallized from toluene to obtain 8.5 g (63.3 percent by weight) of di(9-anthryl) sulphide. This is a yellow crystalline substance melting at 257° C.